This data is from the Open Reaction Database (ORD), a public repository of structured organic reaction records. The task is: describe an organic reaction: reactants, conditions, products, and yield Reaction SMILES: [CH2:1]([S:5]([NH:8][C@@H:9]([CH2:17][C:18]1[CH:23]=[CH:22][C:21]([NH:24][C:25]([NH:27][C:28](=[O:37])[C:29]2[CH:34]=[CH:33][C:32]([C:35]#[N:36])=[CH:31][CH:30]=2)=[O:26])=[CH:20][CH:19]=1)[C:10]([O:12][C:13]([CH3:16])([CH3:15])[CH3:14])=[O:11])(=[O:7])=[O:6])[CH2:2][CH2:3][CH3:4].N1C=CC=CC=1.[SH2:44]>C(N(CC)CC)C>[CH2:1]([S:5]([NH:8][C@@H:9]([CH2:17][C:18]1[CH:23]=[CH:22][C:21]([NH:24][C:25]([NH:27][C:28](=[O:37])[C:29]2[CH:34]=[CH:33][C:32]([C:35](=[S:44])[NH2:36])=[CH:31][CH:30]=2)=[O:26])=[CH:20][CH:19]=1)[C:10]([O:12][C:13]([CH3:14])([CH3:15])[CH3:16])=[O:11])(=[O:6])=[O:7])[CH2:2][CH2:3][CH3:4]. Yields the product C(CCC)S(=O)(=O)N[C@H](C(=O)OC(C)(C)C)CC1=CC=C(C=C1)NC(=O)NC(C1=CC=C(C=C1)C(N)=S)=O (t-butyl (2S)-2-(n-butylsulphonylamino)-3-[4-[3-(4-thiocarbamoylbenzoyl)ureido]phenyl]propionate). Reactants: C(CCC)S(=O)(=O)N[C@H](C(=O)OC(C)(C)C)CC1=CC=C(C=C1)NC(=O)NC(C1=CC=C(C=C1)C#N)=O (t-butyl (2S)-2-(n-butylsulphonylamino)-3-[4-[3-(4-cyanobenzoyl)ureido]phenyl]propionate), N1=CC=CC=C1 (pyridine), S (H2S). Reported procedure: In a similar manner to Example 1, starting material step (b), the product of step (d) (2.32 g), pyridine (88 ml), triethylamine (13 ml) and H2S gas were reacted to give t-butyl (2S)-2-(n-butylsulphonylamino)-3-[4-[3-(4-thiocarbamoylbenzoyl)ureido]phenyl]propionate (2.4 g) as a yellow solid: NMR Spectrum (DMSO-d6) 0.79 (3H, t), 1.22 (2H, m), 1.38 (11H, m), 2.70 (2H, t), 2.79 (1H, m), 2.95 (1H, m), 3.95 (1H, m), 7.27 (2H, d), 7.53 (2H, d), 7.68 (1H, d), 7.96 (2H, d), 8.03 (2H, d), 9.66 (1H, br s),... Solvent: C(C)N(CC)CC (triethylamine).